This data is from the Open Reaction Database (ORD), a public repository of structured organic reaction records. The task is: describe an organic reaction: reactants, conditions, products, and yield The reactants are O=C([O-])[O-], CO, CS(C)=O, [K+], [K+], O, N#Cc1ccc2c(c1)CCOC2CCO, OO. Product: NC(=O)c1ccc2c(c1)CCOC2CCO. Reaction SMILES: [C:16]([O-:17])(=[O:18])[O-:19].[CH3:25][OH:26].[CH3:27][S:28]([CH3:29])=[O:30].[K+:20].[K+:21].[OH2:24].[OH:1][CH2:2][CH2:3][CH:4]1[O:5][CH2:6][CH2:7][c:8]2[c:9]1[cH:10][cH:11][c:12]([C:14]#[N:15])[cH:13]2.[OH:22][OH:23]>>[OH:1][CH2:2][CH2:3][CH:4]1[O:5][CH2:6][CH2:7][c:8]2[c:9]1[cH:10][cH:11][c:12]([C:14]([NH2:15])=[O:17])[cH:13]2. The reactants are BrB(Br)Br, ClCCl, COCC(C)Oc1cc(Oc2ccc(S(C)(=O)=O)nc2)cc(-c2ccc(C3=NC(C(C)O)CO3)[nH]2)c1, [Na+], O=C([O-])O. Yields the product CC(CO)Oc1cc(Oc2ccc(S(C)(=O)=O)nc2)cc(-c2ccc(C3=NC(C(C)O)CO3)[nH]2)c1. RXN SMILES: [B:37]([Br:38])([Br:39])[Br:40].[CH2:46]([Cl:47])[Cl:48].[CH3:1][O:2][CH2:3][CH:4]([O:5][c:6]1[cH:7][c:8](-[c:23]2[cH:24][cH:25][c:26]([C:28]3=[N:32][CH:31]([CH:33]([CH3:34])[OH:35])[CH2:30][O:29]3)[nH:27]2)[cH:9][c:10]([O:12][c:13]2[cH:14][n:15][c:16]([S:19](=[O:20])(=[O:21])[CH3:22])[cH:17][cH:18]2)[cH:11]1)[CH3:36].[Na+:41].[OH:42][C:43](=[O:44])[O-:45]>>[OH:2][CH2:3][CH:4]([O:5][c:6]1[cH:7][c:8](-[c:23]2[cH:24][cH:25][c:26]([C:28]3=[N:32][CH:31]([CH:33]([CH3:34])[OH:35])[CH2:30][O:29]3)[nH:27]2)[cH:9][c:10]([O:12][c:13]2[cH:14][n:15][c:16]([S:19](=[O:20])(=[O:21])[CH3:22])[cH:17][cH:18]2)[cH:11]1)[CH3:36]. Reactants: O=C(Cl)c1ccccc1, COC(=O)C(Cc1ccc(-c2ccccc2S(N)(=O)=O)cc1)NC(=O)c1c(Cl)cccc1Cl, CCOC(C)=O, [Na+], O=C([O-])O, c1ccncc1. Product: COC(=O)C(Cc1ccc(-c2ccccc2S(=O)(=O)NC(=O)c2ccccc2)cc1)NC(=O)c1c(Cl)cccc1Cl. Reaction SMILES: [C:34]([c:35]1[cH:36][cH:37][cH:38][cH:39][cH:40]1)(=[O:41])[Cl:42].[CH3:1][O:2][C:3]([CH:4]([NH:5][C:6]([c:7]1[c:8]([Cl:14])[cH:9][cH:10][cH:11][c:12]1[Cl:13])=[O:15])[CH2:16][c:17]1[cH:18][cH:19][c:20](-[c:23]2[c:24]([S:29]([NH2:30])(=[O:31])=[O:32])[cH:25][cH:26][cH:27][cH:28]2)[cH:21][cH:22]1)=[O:33].[CH3:43][CH2:44][O:45][C:46]([CH3:47])=[O:48].[Na+:53].[O-:49][C:50]([OH:51])=[O:52].[cH:54]1[cH:55][cH:56][n:57][cH:58][cH:59]1>>[CH3:1][O:2][C:3]([CH:4]([NH:5][C:6]([c:7]1[c:8]([Cl:14])[cH:9][cH:10][cH:11][c:12]1[Cl:13])=[O:15])[CH2:16][c:17]1[cH:18][cH:19][c:20](-[c:23]2[c:24]([S:29]([NH:30][C:34]([c:35]3[cH:36][cH:37][cH:38][cH:39][cH:40]3)=[O:41])(=[O:31])=[O:32])[cH:25][cH:26][cH:27][cH:28]2)[cH:21][cH:22]1)=[O:33]. Starting materials: [Br-].C(CCCCCCCCCCC)[NH2+]CC(O)(O)O (lauryltrihydroxyethylammonium bromide), NCS(=O)(=O)[O-].[Na+] (sodium aminomethanesulfonate). The solvent is C(C)(C)O (isopropyl alcohol). The product is NCS(=O)(=O)[O-].C(CCCCCCCCCCC)[NH2+]CC(O)(O)O (lauryltrihydroxyethylammonium aminomethanesulfonate). Yield: 92.6%. RXN SMILES: [Br-].[CH2:2]([NH2+:14][CH2:15][C:16]([OH:19])([OH:18])[OH:17])[CH2:3][CH2:4][CH2:5][CH2:6][CH2:7][CH2:8][CH2:9][CH2:10][CH2:11][CH2:12][CH3:13].[NH2:20][CH2:21][S:22]([O-:25])(=[O:24])=[O:23].[Na+]>C(O)(C)C>[NH2:20][CH2:21][S:22]([O-:25])(=[O:24])=[O:23].[CH2:2]([NH2+:14][CH2:15][C:16]([OH:19])([OH:17])[OH:18])[CH2:3][CH2:4][CH2:5][CH2:6][CH2:7][CH2:8][CH2:9][CH2:10][CH2:11][CH2:12][CH3:13] |f:0.1,2.3,5.6|. Procedure details: A four-necked flask fitted with stirrer and condenser means was charged with 39.8 g of lauryltrihydroxyethylammonium bromide, 15.9 g of sodium aminomethanesulfonate and 200 g of isopropyl alcohol and the reaction was conducted at 70°-80° C. in an atmosphere of nitrogen gas introduced at a low flow rate for 5 hours. The precipitate was then filtered off and the filtrate was concentrated. The residue was dissolved in 200 g of isopropyl alcohol and the insolubles were filtered off. Finally, the fil... As a reaction SMILES: [Na+:56].[O:57]1[CH2:58][CH2:59][O:60][CH2:61][CH2:62]1.[OH-:55].[c:36]1([P:37]([c:38]2[cH:39][cH:40][cH:41][cH:42][cH:43]2)[c:44]2[cH:45][cH:46][cH:47][cH:48][cH:49]2)[cH:50][cH:51][cH:52][cH:53][cH:54]1.[n:1]1[cH:2][cH:3][c:4](-[c:7]2[c:8](-[c:17]3[cH:18][cH:19][c:20]([OH:23])[cH:21][cH:22]3)[n:9][n:10]([CH2:12][C:13]([F:14])([F:15])[F:16])[cH:11]2)[cH:5][cH:6]1.[n:24]1[c:25]([CH2:34][OH:35])[cH:26][n:27][c:28]2[cH:29][cH:30][cH:31][cH:32][c:33]12>>[n:1]1[cH:2][cH:3][c:4](-[c:7]2[c:8](-[c:17]3[cH:18][cH:19][c:20]([O:23][CH2:34][c:25]4[n:24][c:33]5[c:28]([n:27][cH:26]4)[cH:29][cH:30][cH:31][cH:32]5)[cH:21][cH:22]3)[n:9][n:10]([CH2:12][C:13]([F:14])([F:15])[F:16])[cH:11]2)[cH:5][cH:6]1. The product is FC(F)(F)Cn1cc(-c2ccncc2)c(-c2ccc(OCc3cnc4ccccc4n3)cc2)n1. Starting materials: [Na+], C1COCCO1, [OH-], c1ccc(P(c2ccccc2)c2ccccc2)cc1, Oc1ccc(-c2nn(CC(F)(F)F)cc2-c2ccncc2)cc1, OCc1cnc2ccccc2n1.